describe an organic reaction: reactants, conditions, products, and yield From a dataset of the Open Reaction Database (ORD), a public repository of structured organic reaction records. Reactants: CC=1NC(=C(N1)C=1C=NC=CC1)C (3-(2,5-Dimethyl-1H-imidazol-4-yl)-pyridine), [H-].[Na+] (sodium hydride), C(C)(C)(C)OC(=O)N1OC1C1=CC=C(C=C1)C#N (3-(4-cyano-phenyl)-oxaziridine-2-carboxylic acid tert-butyl ester). Run at time 10 minute. Yields the product C(C)(C)(C)OC(NN1C(=NC(=C1C)C=1C=NC=CC1)C)=O ((2,5-Dimethyl-4-pyridin-3-yl-imidazol-1-yl)-carbamic acid tert-butyl ester). Reaction SMILES: [CH3:1][C:2]1[NH:3][C:4]([CH3:13])=[C:5]([C:7]2[CH:8]=[N:9][CH:10]=[CH:11][CH:12]=2)[N:6]=1.[H-].[Na+].[C:16]([O:20][C:21]([N:23]1C(C2C=CC(C#N)=CC=2)O1)=[O:22])([CH3:19])([CH3:18])[CH3:17]>>[C:16]([O:20][C:21](=[O:22])[NH:23][N:3]1[C:4]([CH3:13])=[C:5]([C:7]2[CH:8]=[N:9][CH:10]=[CH:11][CH:12]=2)[N:6]=[C:2]1[CH3:1])([CH3:19])([CH3:18])[CH3:17] |f:1.2|. Procedure details: 3-(2,5-Dimethyl-1H-imidazol-4-yl)-pyridine (0.035 g, 0.220 mmol) was weighed into an oven dried, nitrogen swept 10 mL round bottomed flask. Tetrahydrofuran (THF, 1 mL) was added via syringe and the resulting slurry cooled on an ice bath under nitrogen and treated with sodium hydride (0.0097 g, 0.242 mmol 60% dispersion in oil) with stiffing. After 10 minutes, 3-(4-cyano-phenyl)-oxaziridine-2-carboxylic acid tert-butyl ester (0.052 g, 0.212 mmol) was added as a solid and the thick yellow slurry a...